This data is from the Open Reaction Database (ORD), a public repository of structured organic reaction records. The task is: describe an organic reaction: reactants, conditions, products, and yield The reactants are CCOC(=O)C(=O)c1csc(N(C)C(=O)OC(C)(C)CC)n1, CCO, [Na+], [OH-]. The product is CCC(C)(C)OC(=O)N(C)c1nc(C(=O)C(=O)O)cs1. RXN SMILES: [CH3:1][N:2]([C:3](=[O:4])[O:5][C:6]([CH3:7])([CH3:8])[CH2:9][CH3:10])[c:11]1[s:12][cH:13][c:14]([C:16]([C:17](=[O:18])[O:19][CH2:20][CH3:21])=[O:22])[n:15]1.[CH3:25][CH2:26][OH:27].[Na+:24].[OH-:23]>>[CH3:1][N:2]([C:3](=[O:4])[O:5][C:6]([CH3:7])([CH3:8])[CH2:9][CH3:10])[c:11]1[s:12][cH:13][c:14]([C:16]([C:17](=[O:18])[OH:19])=[O:22])[n:15]1. Starting materials: Nc1cc(Cl)ccc1[N+](=O)[O-], [K+], [K+], NN1CCOCC1, O=C([O-])[O-], CN(C)C=O, O. Product: Nc1cc(NN2CCOCC2)ccc1[N+](=O)[O-]. Reaction SMILES: [Cl:1][c:2]1[cH:3][cH:4][c:5]([N+:9](=[O:10])[O-:11])[c:6]([NH2:8])[cH:7]1.[K+:19].[K+:20].[NH2:12][N:13]1[CH2:14][CH2:15][O:16][CH2:17][CH2:18]1.[O-:21][C:22]([O-:23])=[O:24].[O:26]=[CH:27][N:28]([CH3:29])[CH3:30].[OH2:25]>>[c:2]1([NH:12][N:13]2[CH2:14][CH2:15][O:16][CH2:17][CH2:18]2)[cH:3][cH:4][c:5]([N+:9](=[O:10])[O-:11])[c:6]([NH2:8])[cH:7]1. The reactants are ClC1=CC(=C(C=O)C=C1)N (4-chloro-2-aminobenzaldehyde), C(C)OC(C=CO)=O (3-hydroxy-acrylic acid ethyl ester), [Na] (sodium), C(C)OC(C=CO)=O (3-hydroxy-acrylic acid ethyl ester), [Na] (sodium), C(C)OC(C=CO)=O (3-hydroxy-acrylic acid ethyl ester), [Na] (sodium), C(C)OC(C=CO)=O (3-hydroxy-acrylic acid ethyl ester), [Na] (sodium). Solvent: C(C)(=O)O (acetic acid). Run at time 3 hour. The product is C(C)OC(=O)C=1C=NC2=CC(=CC=C2C1)Cl (7-chloro-quinoline-3-carboxylic acid ethyl ester). Yield: 13.0%. RXN SMILES: [Cl:1][C:2]1[CH:9]=[CH:8][C:5]([CH:6]=O)=[C:4]([NH2:10])[CH:3]=1.[CH2:11]([O:13][C:14](=[O:18])[CH:15]=[CH:16]O)[CH3:12].[Na]>C(O)(=O)C>[CH2:11]([O:13][C:14]([C:15]1[CH:16]=[N:10][C:4]2[C:5]([CH:6]=1)=[CH:8][CH:9]=[C:2]([Cl:1])[CH:3]=2)=[O:18])[CH3:12] |^1:18|. Procedure details: A solution of 4-chloro-2-aminobenzaldehyde (15 g, 96 mmol, 1 equiv) and 3-hydroxy-acrylic acid ethyl ester, sodium salt (6.65 g, 48 mmol, 0.5 equiv) in glacial acetic acid (175 mL), was heated at reflux for 3 hours. Additional 3-hydroxy-acrylic acid ethyl ester, sodium salt (6.65 grams, 48 mmol, 0.5 equivalents) was added and the reaction was heated at reflux for another 2.5 hours. Additional 3-hydroxy-acrylic acid ethyl ester, sodium salt (4 g, 28.8 mmol, 0.3 equiv) was added and the reaction w... Starting materials: C1(CC1)N(C(=O)C=1C=NC(=NC1)N1C(=NC=C1)C)C1CCNCC1 (2-(2-methyl-imidazol-1-yl)-pyrimidine-5-carboxylic acid cyclopropyl-piperidin-4-yl-amide), C1(CC1)N(C(=O)C=1C=NC(=NC1)N1C(=NC=C1)C)C1CCNCC1 (2-(2-methyl-imidazol-1-yl)-pyrimidine-5-carboxylic acid cyclopropyl-piperidin-4-yl-amide), ClC1=NC=C(N=C1)C (2-chloro-5-methylpyrazine), C(C)N(C(C)C)C(C)C (ethyldiisopropylamine). Solvent: CN1C(CCC1)=O (N-methyl-2-pyrrolidinone). Conditions: temperature 200 celsius. The product is C1(CC1)N(C(=O)C=1C=NC(=NC1)N1C(=NC=C1)C)C1CCN(CC1)C1=NC=C(N=C1)C (2-(2-Methyl-imidazol-1-yl)-pyrimidine-5-carboxylic acid cyclopropyl-[1-(5-methyl-pyrazin-2-yl)-piperidin-4-yl]-amide). As a reaction SMILES: [CH:1]1([N:4]([CH:19]2[CH2:24][CH2:23][NH:22][CH2:21][CH2:20]2)[C:5]([C:7]2[CH:8]=[N:9][C:10]([N:13]3[CH:17]=[CH:16][N:15]=[C:14]3[CH3:18])=[N:11][CH:12]=2)=[O:6])[CH2:3][CH2:2]1.Cl[C:26]1[CH:31]=[N:30][C:29]([CH3:32])=[CH:28][N:27]=1.C(N(C(C)C)C(C)C)C>CN1CCCC1=O>[CH:1]1([N:4]([CH:19]2[CH2:24][CH2:23][N:22]([C:26]3[CH:31]=[N:30][C:29]([CH3:32])=[CH:28][N:27]=3)[CH2:21][CH2:20]2)[C:5]([C:7]2[CH:12]=[N:11][C:10]([N:13]3[CH:17]=[CH:16][N:15]=[C:14]3[CH3:18])=[N:9][CH:8]=2)=[O:6])[CH2:3][CH2:2]1. Procedure: A mixture of 2-(2-methyl-imidazol-1-yl)-pyrimidine-5-carboxylic acid cyclopropyl-piperidin-4-yl-amide (44 mg, Intermediate 20), 2-chloro-5-methylpyrazine (15 mg) and ethyldiisopropylamine (35 μL) in N-methyl-2-pyrrolidinone (1.0 mL) is heated in a microwave oven for 30 min at 200° C. After removal of the solvent the residue is purified by HPLC(H2O/MeOH/TFA) to give the title compound. LC (method 3): tR=0.92 min; Mass spectrum (ESI+): m/z=419 [M+H]+. Starting materials: ClC1=NC=CC=C1C#N (2-chloro-3-cyanopyridine), FC=1C=C(C=CC1)B(O)O (3-fluorophenylboronic acid). Product: FC=1C=C(C=CC1)C1=C(C#N)C=CC=N1 (2-(3-fluorophenyl)nicotinonitrile). Yield: 91.0%. As a reaction SMILES: Cl[C:2]1[C:7]([C:8]#[N:9])=[CH:6][CH:5]=[CH:4][N:3]=1.[F:10][C:11]1[CH:12]=[C:13](B(O)O)[CH:14]=[CH:15][CH:16]=1>>[F:10][C:11]1[CH:16]=[C:15]([C:2]2[N:3]=[CH:4][CH:5]=[CH:6][C:7]=2[C:8]#[N:9])[CH:14]=[CH:13][CH:12]=1. Procedure: Prepared in 91% yield from 2-chloro-3-cyanopyridine and 3-fluorophenylboronic acid according to the procedure described for Example 153A. MS (ESI−) m/z 264.9 (M+H)+; 1H NMR (CDCl3) δ 7.19-7.26 (m, 1H), 7.42 (dd, J=8.0, 4.9 Hz, 1H), 7.47-7.54 (m, 1H), 7.65 (ddd, J=9.7, 2.2, 2.0 Hz, 1H), 7.75 (d, J=7.8 Hz, 1H), 8.10 (dd, J=8.1, 1.9 Hz, 1H), 8.89 (dd, J=4.7, 1.7 Hz, 1H).